This data is from the Open Reaction Database (ORD), a public repository of structured organic reaction records. The task is: describe an organic reaction: reactants, conditions, products, and yield Reactants: BrC1=C(C=C(C=C1)O)C (4-bromo-3-methylphenol), C([O-])([O-])=O.[K+].[K+] (potassium carbonate), C(C1=CC=CC=C1)Br (benzyl bromide), O (water). The solvent is CN(C=O)C (N,N-dimethylformamide). Reaction conditions: time 8 hour. Yields the product C(C1=CC=CC=C1)OC1=CC(=C(C=C1)Br)C (4-benzyloxy-1-bromo-2-methylbenzene). As a reaction SMILES: [Br:1][C:2]1[CH:7]=[CH:6][C:5]([OH:8])=[CH:4][C:3]=1[CH3:9].C(=O)([O-])[O-].[K+].[K+].[CH2:16](Br)[C:17]1[CH:22]=[CH:21][CH:20]=[CH:19][CH:18]=1.O>CN(C)C=O>[CH2:16]([O:8][C:5]1[CH:6]=[CH:7][C:2]([Br:1])=[C:3]([CH3:9])[CH:4]=1)[C:17]1[CH:22]=[CH:21][CH:20]=[CH:19][CH:18]=1 |f:1.2.3|. Procedure: To a solution of 4-bromo-3-methylphenol (10 g) in N,N-dimethylformamide (50 mL) were added potassium carbonate (8.87 g) and benzyl bromide (6.36 mL), and the mixture was stirred at room temperature overnight. The reaction mixture was poured into water, and the resulting mixture was extracted with diethyl ether. The organic layer was washed with water and dried over anhydrous magnesium sulfate. The solvent was removed under reduced pressure to give 4-benzyloxy-1-bromo-2-methylbenzene (14.6 g). Th... Yields the product C(C)OC=1C=C2C(=C(NC2=CC1)C)/C=C/C(=O)C1=CC=NC=C1 (trans-3-(5-ethoxy-2-methylindole-3-yl)-1-(4-pyridinyl)-2-propen-1-one). Procedure details: 5-Ethoxy-2-methylindole-3-carboxaldehyde 409a (188 mg, 0.93 mmol) was dissolved in anhydrous methanol (12 mL). 4-Acetylpyridine (168 mg, 1.38 mmol) and piperidine (118 mg, 1.38 mmol) were added and the solution was heated at reflux for 24 h. A precipitate slowly formed which was collected, washed with ice-cold MeOH (30 mL) and dried at 40° C. in a vacuum desiccator for 24 h to yield a bright yellow powder (244 mg, 86%): mp 255-257° C. TLC Rf 0.30 (80% EtOAc/hexanes). 1H NMR (600 MHz, d6-DMSO) δ ... RXN SMILES: [CH2:1]([O:3][C:4]1[CH:5]=[C:6]2[C:10](=[CH:11][CH:12]=1)[NH:9][C:8]([CH3:13])=[C:7]2[CH:14]=O)[CH3:2].[C:16]([C:19]1[CH:24]=[CH:23][N:22]=[CH:21][CH:20]=1)(=[O:18])[CH3:17].N1CCCCC1>CO>[CH2:1]([O:3][C:4]1[CH:5]=[C:6]2[C:10](=[CH:11][CH:12]=1)[NH:9][C:8]([CH3:13])=[C:7]2/[CH:14]=[CH:17]/[C:16]([C:19]1[CH:24]=[CH:23][N:22]=[CH:21][CH:20]=1)=[O:18])[CH3:2]. Reactants: C(C)(=O)C1=CC=NC=C1 (4-Acetylpyridine), N1CCCCC1 (piperidine), C(C)OC=1C=C2C(=C(NC2=CC1)C)C=O (5-Ethoxy-2-methylindole-3-carboxaldehyde). Solvent: CO (methanol). Isolated yield 85.6%. Reactants: NC1=CC(=C(C(=O)O)C=C1Cl)OC (4-amino-5-chloro-2-methoxybenzoic acid), C(C)OC(=O)Cl (ethylchlorocarbonate), NC1CN(N(C1)C)C (4-amino-1,2-dimethylpyrazolidine). The solvent is C(C)N(CC)CC (triethylamine). Product: NC1=CC(=C(C(=O)NC2CN(N(C2)C)C)C=C1Cl)OC (4-Amino-5-chloro-2-methoxy-N-(1,2-dimethyl-4-pyrazolidinyl)benzamide). As a reaction SMILES: [NH2:1][C:2]1[C:10]([Cl:11])=[CH:9][C:5]([C:6]([OH:8])=O)=[C:4]([O:12][CH3:13])[CH:3]=1.C(OC(Cl)=O)C.[NH2:20][CH:21]1[CH2:25][N:24]([CH3:26])[N:23]([CH3:27])[CH2:22]1>C(N(CC)CC)C>[NH2:1][C:2]1[C:10]([Cl:11])=[CH:9][C:5]([C:6]([NH:20][CH:21]2[CH2:25][N:24]([CH3:26])[N:23]([CH3:27])[CH2:22]2)=[O:8])=[C:4]([O:12][CH3:13])[CH:3]=1. Procedure: The title compound was prepared as described in Example 8 of U.S. Pat. No. 4,207,327 from 4-amino-5-chloro-2-methoxybenzoic acid, triethylamine, ethylchlorocarbonate and 4-amino-1,2-dimethylpyrazolidine, m.p. 169°-171° C. Starting materials: FC(C(=C(C(F)(F)F)F)F)(F)F (octafluoro-but-2-ene), C1=CC=CC1 (cyclopentadiene). Yields the product FC1(C2CCC(C1(C(F)(F)F)F)C2)C(F)(F)F (2,3-difluoro-2,3-bis(trifluoromethyl) bicyclo [2.2.1] heptane). RXN SMILES: [F:1][C:2]([F:12])([F:11])[C:3]([F:10])=[C:4]([F:9])[C:5]([F:8])([F:7])[F:6].[CH:13]1[CH2:17][CH:16]=[CH:15][CH:14]=1>>[F:9][C:4]1([C:5]([F:8])([F:7])[F:6])[C:3]([F:10])([C:2]([F:11])([F:12])[F:1])[CH:16]2[CH2:17][CH:13]1[CH2:14][CH2:15]2. Reported procedure: In a like manner, octafluoro-but-2-ene and cyclopentadiene react to give 2,3-difluoro-2,3-bis(trifluoromethyl) bicyclo [2.2.1] heptane which, after hydrogenation over ruthenium gives 2,3-bis(trifluoromethyl)bicyclo [2.2.1] heptane.